From a dataset of the Open Reaction Database (ORD), a public repository of structured organic reaction records. describe an organic reaction: reactants, conditions, products, and yield Reactants: CCOC(C)=O, NCCO, CC(C)(C)OC(=O)N1CC(=S)Nc2ccccc2C1. Product: CC(C)(C)OC(=O)N1CC(NCCO)=Nc2ccccc2C1. As a reaction SMILES: [CH2:24]([O:25][C:26](=[O:27])[CH3:28])[CH3:29].[NH2:1][CH2:2][CH2:3][OH:4].[S:5]=[C:6]1[CH2:7][N:8]([C:17](=[O:18])[O:19][C:20]([CH3:21])([CH3:22])[CH3:23])[CH2:9][c:10]2[c:11]([cH:13][cH:14][cH:15][cH:16]2)[NH:12]1>>[NH:1]([CH2:2][CH2:3][OH:4])[C:6]1=[N:12][c:11]2[c:10]([cH:16][cH:15][cH:14][cH:13]2)[CH2:9][N:8]([C:17](=[O:18])[O:19][C:20]([CH3:21])([CH3:22])[CH3:23])[CH2:7]1. Reactants: C[Si](C)(C)[N-][Si](C)(C)C.[K+] (potassium bis(trimethylsilyl)amide), C(C)I (ethyl iodide), Cl (HCl), O=C1[C@H](N([C@@H]([C@@H](O1)C1=CC=CC=C1)C1=CC=CC=C1)C(=O)OC(C)(C)C)CCCCB1OC(C(O1)(C)C)(C)C ((3R,5R,6S)-tert-butyl 2-oxo-5,6-diphenyl-3-(4-(4,4,5,5-tetramethyl-1,3,2-dioxaborolan-2-yl)butyl)morpholine-4-carboxylate), CN(C)CCN(C)C (TMEDA), C(C)I (ethyl iodide), C[Si](C)(C)[N-][Si](C)(C)C.[K+] (potassium bis(trimethylsilyl)amide). Run in CCCCCCC (heptane), COCCOC (1,2-dimethoxyethane). Run at temperature -78 celsius, time 30 minute. Yields the product C(C)[C@]1(N([C@@H]([C@@H](OC1=O)C1=CC=CC=C1)C1=CC=CC=C1)C(=O)OC(C)(C)C)CCCCB1OC(C(O1)(C)C)(C)C ((3S,5R,6S)-tert-butyl 3-ethyl-2-oxo-5,6-diphenyl-3-(4-(4,4,5,5-tetramethyl-1,3,2-dioxaborolan-2-yl)butyl)morpholine-4-carboxylate). Yield: 64.5%. As a reaction SMILES: [O:1]=[C:2]1[O:7][C@@H:6]([C:8]2[CH:13]=[CH:12][CH:11]=[CH:10][CH:9]=2)[C@@H:5]([C:14]2[CH:19]=[CH:18][CH:17]=[CH:16][CH:15]=2)[N:4]([C:20]([O:22][C:23]([CH3:26])([CH3:25])[CH3:24])=[O:21])[C@@H:3]1[CH2:27][CH2:28][CH2:29][CH2:30][B:31]1[O:35][C:34]([CH3:37])([CH3:36])[C:33]([CH3:39])([CH3:38])[O:32]1.CN([CH2:43][CH2:44]N(C)C)C.C(I)C.C[Si]([N-][Si](C)(C)C)(C)C.[K+].Cl>COCCOC.CCCCCCC>[CH2:43]([C@:3]1([CH2:27][CH2:28][CH2:29][CH2:30][B:31]2[O:35][C:34]([CH3:37])([CH3:36])[C:33]([CH3:39])([CH3:38])[O:32]2)[C:2](=[O:1])[O:7][C@@H:6]([C:8]2[CH:9]=[CH:10][CH:11]=[CH:12][CH:13]=2)[C@@H:5]([C:14]2[CH:19]=[CH:18][CH:17]=[CH:16][CH:15]=2)[N:4]1[C:20]([O:22][C:23]([CH3:26])([CH3:25])[CH3:24])=[O:21])[CH3:44] |f:3.4|. Procedure: A solution of (3R,5R,6S)-tert-butyl 2-oxo-5,6-diphenyl-3-(4-(4,4,5,5-tetramethyl-1,3,2-dioxaborolan-2-yl)butyl)morpholine-4-carboxylate (1.00 g, 1.87 mmol) and TMEDA (2 mL, 13 mmol, 7 equiv) in 1,2-dimethoxyethane (9.4 mL, 0.2 M) was cooled to −78° C. and treated with ethyl iodide (3 mL, 37 mmol, 20 equiv) and potassium bis(trimethylsilyl)amide (9.4 mL, 0.9 M in THF, 9.4 mmol, 5 equiv) drop wise. After stirring for an additional 30 min at −78° C., the cooling bath was removed and the mixture was...